From a dataset of the Open Reaction Database (ORD), a public repository of structured organic reaction records. describe an organic reaction: reactants, conditions, products, and yield Starting materials: CNC(=O)C(NC(=O)c1nc(Br)n2c1CN(C)CCC2)C(C)(C)C, CC1(C)OB(C=CCCO[Si](C)(C)C(C)(C)C)OC1(C)C, CCOC(C)=O, [K+], [K+], O=C([O-])[O-], C1COCCO1, O, c1ccc(P(c2ccccc2)(c2ccccc2)[Pd](P(c2ccccc2)(c2ccccc2)c2ccccc2)(P(c2ccccc2)(c2ccccc2)c2ccccc2)P(c2ccccc2)(c2ccccc2)c2ccccc2)cc1. Product: CNC(=O)C(NC(=O)c1nc(C=CCCO[Si](C)(C)C(C)(C)C)n2c1CN(C)CCC2)C(C)(C)C. As a reaction SMILES: [Br:1][c:2]1[n:3][c:4]([C:13](=[O:14])[NH:15][CH:16]([C:17](=[O:18])[NH:19][CH3:20])[C:21]([CH3:22])([CH3:23])[CH3:24])[c:5]2[n:6]1[CH2:7][CH2:8][CH2:9][N:10]([CH3:12])[CH2:11]2.[C:25]([CH3:26])([CH3:27])([CH3:28])[Si:29]([O:30][CH2:31][CH2:32][CH:33]=[CH:34][B:35]1[O:36][C:37]([CH3:38])([CH3:39])[C:40]([CH3:41])([CH3:42])[O:43]1)([CH3:44])[CH3:45].[CH3:59][CH2:60][O:61][C:62]([CH3:63])=[O:64].[K+:46].[K+:47].[O-:48][C:49]([O-:50])=[O:51].[O:53]1[CH2:54][CH2:55][O:56][CH2:57][CH2:58]1.[OH2:52].[cH:65]1[cH:66][cH:67][c:68]([P:69]([Pd:70]([P:71]([c:72]2[cH:73][cH:74][cH:75][cH:76][cH:77]2)([c:78]2[cH:79][cH:80][cH:81][cH:82][cH:83]2)[c:84]2[cH:85][cH:86][cH:87][cH:88][cH:89]2)([P:90]([c:91]2[cH:92][cH:93][cH:94][cH:95][cH:96]2)([c:97]2[cH:98][cH:99][cH:100][cH:101][cH:102]2)[c:103]2[cH:104][cH:105][cH:106][cH:107][cH:108]2)[P:109]([c:110]2[cH:111][cH:112][cH:113][cH:114][cH:115]2)([c:116]2[cH:117][cH:118][cH:119][cH:120][cH:121]2)[c:122]2[cH:123][cH:124][cH:125][cH:126][cH:127]2)([c:128]2[cH:129][cH:130][cH:131][cH:132][cH:133]2)[c:134]2[cH:135][cH:136][cH:137][cH:138][cH:139]2)[cH:140][cH:141]1>>[c:2]1([CH:34]=[CH:33][CH2:32][CH2:31][O:30][Si:29]([C:25]([CH3:26])([CH3:27])[CH3:28])([CH3:44])[CH3:45])[n:3][c:4]([C:13](=[O:14])[NH:15][CH:16]([C:17](=[O:18])[NH:19][CH3:20])[C:21]([CH3:22])([CH3:23])[CH3:24])[c:5]2[n:6]1[CH2:7][CH2:8][CH2:9][N:10]([CH3:12])[CH2:11]2. The reactants are Br[C@@H]1C(OC2=C([C@H]1O)C=C(C=C2)C=O)(C)C (trans-3-bromo-3,4-dihydro-2,2-dimethyl-4-hydroxy-2H-1-benzopyran-6-carbaldehyde), C([O-])([O-])=O.[K+].[K+] (potassium carbonate), CN(C=O)C (dimethylformamide). Solvent: O (water). Reaction conditions: time 48 hour. Yields the product CC1(OC2=C(C3C1O3)C=C(C=C2)C=O)C (3,4-dihydro-2,2-dimethyl-3,4-epoxy-2H-1-benzopyran-6-carbaldehyde). Isolated yield 58.7%. As a reaction SMILES: Br[C@H:2]1[C@H:7]([OH:8])[C:6]2[CH:9]=[C:10]([CH:13]=[O:14])[CH:11]=[CH:12][C:5]=2[O:4][C:3]1([CH3:16])[CH3:15].C(=O)([O-])[O-].[K+].[K+].CN(C)C=O>O>[CH3:15][C:3]1([CH3:16])[CH:2]2[O:8][CH:7]2[C:6]2[CH:9]=[C:10]([CH:13]=[O:14])[CH:11]=[CH:12][C:5]=2[O:4]1 |f:1.2.3|. Reported procedure: A mixture of trans-3-bromo-3,4-dihydro-2,2-dimethyl-4-hydroxy-2H-1-benzopyran-6-carbaldehyde (6.9 g), potassium carbonate (6.7 g), and dimethylformamide (24 ml) was stirred at room temperature for 48 hours and followed by at 35° C. for 24 hours. The reaction mixture was poured into water and extracted with ethyl acetate. The combined organic layers were washed with water and brine, dried over anhydrous magnesium sulfate, and concentrated. The residue was purified by recrystallization from diisop... Reactants: CCN(C(C)C)C(C)C, COC(=O)Cl, ClCCl, CSc1nc(-c2cccc(O)c2)c2c(N)c(C(=O)NC(C)(C)C)sc2n1. Yields the product COC(=O)Oc1cccc(-c2nc(SC)nc3sc(C(=O)NC(C)(C)C)c(N)c23)c1. RXN SMILES: [CH:27]([N:28]([CH2:29][CH3:30])[CH:31]([CH3:32])[CH3:33])([CH3:34])[CH3:35].[Cl:36][C:37](=[O:38])[O:39][CH3:40].[Cl:41][CH2:42][Cl:43].[NH2:1][c:2]1[c:3]([C:20](=[O:21])[NH:22][C:23]([CH3:24])([CH3:25])[CH3:26])[s:4][c:5]2[n:6][c:7]([S:18][CH3:19])[n:8][c:9](-[c:11]3[cH:12][c:13]([OH:17])[cH:14][cH:15][cH:16]3)[c:10]12>>[NH2:1][c:2]1[c:3]([C:20](=[O:21])[NH:22][C:23]([CH3:24])([CH3:25])[CH3:26])[s:4][c:5]2[n:6][c:7]([S:18][CH3:19])[n:8][c:9](-[c:11]3[cH:12][c:13]([O:17][C:37](=[O:38])[O:39][CH3:40])[cH:14][cH:15][cH:16]3)[c:10]12. Reactants: NC(=O)C1=CC=C(O1)C=1C=C2C(=C(C(=NC2=CC1)CC(C)C)CNC(OC(C)(C)C)=O)C1=CC=C(C=C1)C (tert-butyl {[6-[5-(aminocarbonyl)-2-furyl]-2-isobutyl-4-(4-methylphenyl)quinolin-3-yl]methyl}carbamate), solution, Cl (hydrogen chloride). Solvent: C(C)(=O)OCC (ethyl acetate), C(C)(=O)OCC (ethyl acetate). Conditions: time 3 hour. Yields the product NCC=1C(=NC2=CC=C(C=C2C1C1=CC=C(C=C1)C)C1=CC=C(O1)C(=O)N)CC(C)C (5-[3-(aminomethyl)-2-isobutyl-4-(4-methylphenyl)quinolin-6-yl]-2-furamide). Isolated yield 70.1%. Reaction SMILES: [NH2:1][C:2]([C:4]1[O:8][C:7]([C:9]2[CH:10]=[C:11]3[C:16](=[CH:17][CH:18]=2)[N:15]=[C:14]([CH2:19][CH:20]([CH3:22])[CH3:21])[C:13]([CH2:23][NH:24]C(=O)OC(C)(C)C)=[C:12]3[C:32]2[CH:37]=[CH:36][C:35]([CH3:38])=[CH:34][CH:33]=2)=[CH:6][CH:5]=1)=[O:3].Cl>C(OCC)(=O)C>[NH2:24][CH2:23][C:13]1[C:14]([CH2:19][CH:20]([CH3:22])[CH3:21])=[N:15][C:16]2[C:11]([C:12]=1[C:32]1[CH:33]=[CH:34][C:35]([CH3:38])=[CH:36][CH:37]=1)=[CH:10][C:9]([C:7]1[O:8][C:4]([C:2]([NH2:1])=[O:3])=[CH:5][CH:6]=1)=[CH:18][CH:17]=2. Reported procedure: To a solution of tert-butyl {[6-[5-(aminocarbonyl)-2-furyl]-2-isobutyl-4-(4-methylphenyl)quinolin-3-yl]methyl}carbamate (0.5 g, 1.0 mmol) in ethyl acetate (5 ml) was added 4N solution of hydrogen chloride in ethyl acetate (2 ml), and the mixture was stirred at room temperature for 3 hrs. The reaction mixture was concentrated under reduced pressure and the residue was crystallized from diisopropyl ether. The obtained crystals were dissolved in ethyl acetate (5 ml) and triethylamine (1 ml) was add... Starting materials: OCCBr, O=C([O-])[O-], COc1cc2c(Oc3cc(C)c(C)nc3-c3nc(C)c(C)s3)ccnc2cc1O, CN(C)C=O, [K+], [K+]. Product: COc1cc2c(Oc3cc(C)c(C)nc3-c3nc(C)c(C)s3)ccnc2cc1OCCO. RXN SMILES: [Br:36][CH2:37][CH2:38][OH:39].[C:30](=[O:31])([O-:32])[O-:33].[CH3:1][c:2]1[n:3][c:4](-[c:8]2[n:9][c:10]([CH3:29])[c:11]([CH3:28])[cH:12][c:13]2[O:14][c:15]2[cH:16][cH:17][n:18][c:19]3[cH:20][c:21]([OH:27])[c:22]([O:25][CH3:26])[cH:23][c:24]23)[s:5][c:6]1[CH3:7].[CH3:40][N:41]([CH3:42])[CH:43]=[O:44].[K+:34].[K+:35]>>[CH3:1][c:2]1[n:3][c:4](-[c:8]2[n:9][c:10]([CH3:29])[c:11]([CH3:28])[cH:12][c:13]2[O:14][c:15]2[cH:16][cH:17][n:18][c:19]3[cH:20][c:21]([O:27][CH2:37][CH2:38][OH:39])[c:22]([O:25][CH3:26])[cH:23][c:24]23)[s:5][c:6]1[CH3:7]. Reactants: C(C)(C)(C)OC(=O)C(CCO)NC1(CCCCC1)C(=O)OCC1=CC=CC=C1 (benzyl 1-(1-tert-butoxycarbonyl-3-hydroxy-1-propylamino)cyclohexanecarboxylate), O=C1NC(C=2C=C3C(=CC12)C=CC=C3)=O (1,3-dioxo-1,3-dihydrobenzo[f]isoindole), C1(=CC=CC=C1)P(C1=CC=CC=C1)C1=CC=CC=C1 (triphenylphosphine), CCOC(=O)/N=N/C(=O)OCC (diethylazodicarboxylate). Run in O1CCCC1 (tetrahydrofuran). Reaction conditions: time 6 day. Product: C(C1=CC=CC=C1)OC(=O)C1(CCCCC1)NC(CCN1C(C=2C=C3C(=CC2C1=O)C=CC=C3)=O)C(=O)OC(C)(C)C (1-[1-tert-butoxycarbonyl-3-(1,3-dioxo-1,3-dihydrobenzo[f]isoindol-2-yl)propylamino]cyclohexanecarboxylic acid benzyl ester). As a reaction SMILES: [C:1]([O:5][C:6]([CH:8]([NH:12][C:13]1([C:19]([O:21][CH2:22][C:23]2[CH:28]=[CH:27][CH:26]=[CH:25][CH:24]=2)=[O:20])[CH2:18][CH2:17][CH2:16][CH2:15][CH2:14]1)[CH2:9][CH2:10]O)=[O:7])([CH3:4])([CH3:3])[CH3:2].[O:29]=[C:30]1[C:38]2[CH:37]=[C:36]3[CH:39]=[CH:40][CH:41]=[CH:42][C:35]3=[CH:34][C:33]=2[C:32](=[O:43])[NH:31]1.C1(P(C2C=CC=CC=2)C2C=CC=CC=2)C=CC=CC=1.CCOC(/N=N/C(OCC)=O)=O>O1CCCC1>[CH2:22]([O:21][C:19]([C:13]1([NH:12][CH:8]([C:6]([O:5][C:1]([CH3:2])([CH3:3])[CH3:4])=[O:7])[CH2:9][CH2:10][N:31]2[C:32](=[O:43])[C:33]3[CH:34]=[C:35]4[CH:42]=[CH:41][CH:40]=[CH:39][C:36]4=[CH:37][C:38]=3[C:30]2=[O:29])[CH2:18][CH2:17][CH2:16][CH2:15][CH2:14]1)=[O:20])[C:23]1[CH:24]=[CH:25][CH:26]=[CH:27][CH:28]=1. Reported procedure: To a solution of benzyl 1-(1-tert-butoxycarbonyl-3-hydroxy-1-propylamino)cyclohexanecarboxylate (466 mg, 1.19 mmol) in dry tetrahydrofuran (12 mL) was added 1,3-dioxo-1,3-dihydrobenzo[f]isoindole (258 mg, 1.31 mmol), triphenylphosphine (344 mg, 1.31 mmol) and diethylazodicarboxylate (0.21 mL, 1.31 mmol). The resulting mixture was stirred at room temperature for 6 days. The solvent was evaporated under vacuum and the residue was chromatographed on silica gel eluting first methylene chloride and t... Starting materials: ClC1=C(C=O)C=C(C=C1)[N+](=O)[O-] (2-Chloro-5-nitrobenzaldehyde), COC=1C=C(C=C(C1)OC)O (3,5-dimethoxyphenol), C([O-])([O-])=O.[K+].[K+] (potassium carbonate). Reagents/catalysts: [Cu] (copper), [Cu]I (copper (I) iodide). Solvent: CN1C(CCC1)=O (N-methyl-2-pyrrolidone). Conditions: temperature 120 celsius. The product is COC=1C=C(OC2=C(C=O)C=C(C=C2)[N+](=O)[O-])C=C(C1)OC (2-(3,5-dimethoxyphenoxy)-5-nitrobenzaldehyde). The yield is 72.0%. RXN SMILES: Cl[C:2]1[CH:9]=[CH:8][C:7]([N+:10]([O-:12])=[O:11])=[CH:6][C:3]=1[CH:4]=[O:5].[CH3:13][O:14][C:15]1[CH:16]=[C:17]([OH:23])[CH:18]=[C:19]([O:21][CH3:22])[CH:20]=1.C(=O)([O-])[O-].[K+].[K+]>[Cu].[Cu]I.CN1CCCC1=O>[CH3:22][O:21][C:19]1[CH:18]=[C:17]([CH:16]=[C:15]([O:14][CH3:13])[CH:20]=1)[O:23][C:2]1[CH:9]=[CH:8][C:7]([N+:10]([O-:12])=[O:11])=[CH:6][C:3]=1[CH:4]=[O:5] |f:2.3.4|. Reported procedure: 2-Chloro-5-nitrobenzaldehyde (5.57 g), 3,5-dimethoxyphenol (4.62 g), potassium carbonate (8.29 g), copper powder (0.2 g), copper (I) iodide (0.6 g) and N-methyl-2-pyrrolidone (60 ml) were mixed together and then stirred under heating at 120° C. for 30 minutes. After cooling the reaction mixture to room temperature, the reaction mixture was filtered. The filtrate was diluted with water and extracted with ethyl acetate. The exacted solution was sequentially washed in water and then an aqueous satu... The reactants are CN(CCN1C(C=2C=C3C(=CC2C1=O)NC(=N3)C=3C(=NC=CC3OC(CC3=CC=CC=C3)C)OC)=O)C (6-(2-(Dimethylamino)ethyl)-2-(2-methoxy-4-((1-phenylpropan-2-yl)oxy)pyridine-3-yl)imidazo[4,5-f]isoindole-5,7(1H,6H)-dione), Cl (HCl). The solvent is O1CCOCC1 (1,4-dioxane). Conditions: time 12 hour. Yields the product CN(CCN1C(C=2C=C3C(=CC2C1=O)NC(=N3)C=3C(NC=CC3OC(CC3=CC=CC=C3)C)=O)=O)C (6-(2-(Dimethylamino)ethyl)-2-(2-oxo-4-((1-phenylpropan-2-yl)oxy)-1,2-dihydropyridine-3-yl)imidazo[4,5-f]isoindole-5,7(1H,6H)-dione). Yield: 75.2%. Reaction SMILES: [CH3:1][N:2]([CH3:37])[CH2:3][CH2:4][N:5]1[C:13](=[O:14])[C:12]2[CH:11]=[C:10]3[NH:15][C:16]([C:18]4[C:19]([O:34]C)=[N:20][CH:21]=[CH:22][C:23]=4[O:24][CH:25]([CH3:33])[CH2:26][C:27]4[CH:32]=[CH:31][CH:30]=[CH:29][CH:28]=4)=[N:17][C:9]3=[CH:8][C:7]=2[C:6]1=[O:36].Cl>O1CCOCC1>[CH3:37][N:2]([CH3:1])[CH2:3][CH2:4][N:5]1[C:13](=[O:14])[C:12]2[CH:11]=[C:10]3[NH:15][C:16]([C:18]4[C:19](=[O:34])[NH:20][CH:21]=[CH:22][C:23]=4[O:24][CH:25]([CH3:33])[CH2:26][C:27]4[CH:32]=[CH:31][CH:30]=[CH:29][CH:28]=4)=[N:17][C:9]3=[CH:8][C:7]=2[C:6]1=[O:36]. Procedure details: 6-(2-(Dimethylamino)ethyl)-2-(2-methoxy-4-((1-phenylpropan-2-yl)oxy)pyridine-3-yl)imidazo[4,5-f]isoindole-5,7(1H,6H)-dione (0.52 g, 1.04 mmol) was dissolved in 30 mL of 1,4-dioxane at rt. 5 mL of concentrated HCl was added. The reaction mixture was stirred at rt for 12 h. The volatile was removed under reduced pressure. The residue was washed with 20 mL of saturated K2CO3 solution. The pale-yellow precipitate was purified by column chromatography (silica-gel, CH2Cl2/MeOH=7/3 v/v) to give a pale-...